Dataset: the Open Reaction Database (ORD), a public repository of structured organic reaction records. Task: describe an organic reaction: reactants, conditions, products, and yield Starting materials: COc1cc(-c2oc3ccccc3c(=O)c2C(=O)NCCBr)cc(OC)c1OC, ClCCl, [I-], [K+], [Na+], [Na+], O=C([O-])[O-], O, c1ccc(N2CCNCC2)nc1. The product is COc1cc(-c2oc3ccccc3c(=O)c2C(=O)NCCN2CCN(c3ccccn3)CC2)cc(OC)c1OC. As a reaction SMILES: [CH3:1][O:2][c:3]1[cH:4][c:5](-[c:6]2[o:7][c:8]3[cH:9][cH:10][cH:11][cH:12][c:13]3[c:14](=[O:22])[c:15]2[C:16](=[O:17])[NH:18][CH2:19][CH2:20][Br:21])[cH:23][c:24]([O:28][CH3:29])[c:25]1[O:26][CH3:27].[Cl:50][CH2:51][Cl:52].[I-:31].[K+:30].[Na+:44].[Na+:45].[O-:46][C:47](=[O:48])[O-:49].[OH2:53].[n:32]1[c:33]([N:38]2[CH2:39][CH2:40][NH:41][CH2:42][CH2:43]2)[cH:34][cH:35][cH:36][cH:37]1>>[CH3:1][O:2][c:3]1[cH:4][c:5](-[c:6]2[o:7][c:8]3[cH:9][cH:10][cH:11][cH:12][c:13]3[c:14](=[O:22])[c:15]2[C:16](=[O:17])[NH:18][CH2:19][CH2:20][N:41]2[CH2:40][CH2:39][N:38]([c:33]3[n:32][cH:37][cH:36][cH:35][cH:34]3)[CH2:43][CH2:42]2)[cH:23][c:24]([O:28][CH3:29])[c:25]1[O:26][CH3:27].